This data is from the Open Reaction Database (ORD), a public repository of structured organic reaction records. The task is: describe an organic reaction: reactants, conditions, products, and yield Yields the product CCCCC#Cc1nc(NC(c2ccc(OC)cc2)c2ccc(OC)cc2)c2ncn(C3CC(n4cc(C)cn4)C(O)C3O)c2n1. Reaction SMILES: [CH2:67]([NH:68][CH2:69][CH3:70])[CH3:71].[CH3:1][O:2][c:3]1[cH:4][cH:5][c:6]([CH:9]([c:10]2[cH:11][cH:12][c:13]([O:16][CH3:17])[cH:14][cH:15]2)[NH:18][c:19]2[c:20]3[n:21][cH:22][n:23]([CH:29]4[CH:30]([OH:41])[CH:31]([OH:40])[CH:32]([n:34]5[n:35][cH:36][c:37]([CH3:39])[cH:38]5)[CH2:33]4)[c:24]3[n:25][c:26]([Cl:28])[n:27]2)[cH:7][cH:8]1.[CH:42]#[C:43][CH2:44][CH2:45][CH2:46][CH3:47].[Cu:72][I:73].[O:115]=[CH:116][N:117]([CH3:118])[CH3:119].[Pd:74]([Cl:75])[Cl:76].[c:48]1([P:49]([c:50]2[cH:51][cH:52][cH:53][cH:54][cH:55]2)[c:56]2[cH:57][cH:58][cH:59][cH:60][cH:61]2)[cH:62][cH:63][cH:64][cH:65][cH:66]1.[c:77]1([P:78]([c:79]2[cH:80][cH:81][cH:82][cH:83][cH:84]2)[c:85]2[cH:86][cH:87][cH:88][cH:89][cH:90]2)[cH:91][cH:92][cH:93][cH:94][cH:95]1.[c:96]1([P:97]([c:98]2[cH:99][cH:100][cH:101][cH:102][cH:103]2)[c:104]2[cH:105][cH:106][cH:107][cH:108][cH:109]2)[cH:110][cH:111][cH:112][cH:113][cH:114]1>>[CH3:1][O:2][c:3]1[cH:4][cH:5][c:6]([CH:9]([c:10]2[cH:11][cH:12][c:13]([O:16][CH3:17])[cH:14][cH:15]2)[NH:18][c:19]2[c:20]3[n:21][cH:22][n:23]([CH:29]4[CH:30]([OH:41])[CH:31]([OH:40])[CH:32]([n:34]5[n:35][cH:36][c:37]([CH3:39])[cH:38]5)[CH2:33]4)[c:24]3[n:25][c:26]([C:42]#[C:43][CH2:44][CH2:45][CH2:46][CH3:47])[n:27]2)[cH:7][cH:8]1. The reactants are CCNCC, COc1ccc(C(Nc2nc(Cl)nc3c2ncn3C2CC(n3cc(C)cn3)C(O)C2O)c2ccc(OC)cc2)cc1, C#CCCCC, [Cu]I, CN(C)C=O, Cl[Pd]Cl, c1ccc(P(c2ccccc2)c2ccccc2)cc1, c1ccc(P(c2ccccc2)c2ccccc2)cc1, c1ccc(P(c2ccccc2)c2ccccc2)cc1.